This data is from the Open Reaction Database (ORD), a public repository of structured organic reaction records. The task is: describe an organic reaction: reactants, conditions, products, and yield The reactants are [BH-](OC(=O)C)(OC(=O)C)OC(=O)C.[Na+] (NaBH(OAc)3), C(=O)(O)[O-].[Na+] (NaHCO3), N1CCCC1 (pyrrolidine), CNC1=C(C=C(C=O)C=C1)[N+](=O)[O-] (4-methylamino-3-nitro-benzaldehyde). Solvent: C1CCOC1 (THF), C(C)(=O)O (acetic acid). Conditions: time 8 hour. Yields the product CNC1=C(C=C(C=C1)CN1CCCC1)[N+](=O)[O-] (methyl-(2-nitro-4-pyrrolidin-1-ylmethyl-phenyl)-amine). As a reaction SMILES: [NH:1]1[CH2:5][CH2:4][CH2:3][CH2:2]1.[CH3:6][NH:7][C:8]1[CH:15]=[CH:14][C:11]([CH:12]=O)=[CH:10][C:9]=1[N+:16]([O-:18])=[O:17].[BH-](OC(C)=O)(OC(C)=O)OC(C)=O.[Na+].C([O-])(O)=O.[Na+]>C1COCC1.C(O)(=O)C>[CH3:6][NH:7][C:8]1[CH:15]=[CH:14][C:11]([CH2:12][N:1]2[CH2:5][CH2:4][CH2:3][CH2:2]2)=[CH:10][C:9]=1[N+:16]([O-:18])=[O:17] |f:2.3,4.5|. Reported procedure: 5.55 g (78.0 mmol) pyrrolidine are added to a solution of 4.70 g (26.1 mmol) 4-methylamino-3-nitro-benzaldehyde in 100 mL THF and the reaction mixture is acidified with glacial acetic acid. 6.36 g (30.0 mmol) NaBH(OAc)3 are added and the reaction mixture is stirred overnight at RT. The mixture is combined with saturated NaHCO3 solution and the aqueous phase is extracted twice with EtOAc. The combined organic extracts are washed with 200 mL semisaturated NaHCO3 solution and dried over MgSO4. The ... The reactants are ClC1=CC=2C3=C(NC2C=C1)CCN1CCCC13 (10-chloro-2,3,5,6,7,11c-hexahydro-1H-indolizino[7,8-b]indole), [H-].[Na+] (sodium hydride), CC1(OC1)C=1C=NC=CC1 (3-(2-methyloxiran-2-yl)pyridine). Solvent: CN(C)C=O (DMF). Reaction conditions: time 10 minute. Product: ClC1=CC=2C3=C(N(C2C=C1)CC(C)(O)C=1C=NC=CC1)CCN1CCCC13 (1-(10-chloro-2,3,5,6-tetrahydro-1H-indolizino[7,8-b]indol-7(11cH)-yl)-2-(pyridin-3-yl)propan-2-ol). Yield: 77.4%. As a reaction SMILES: [Cl:1][C:2]1[CH:10]=[CH:9][C:8]2[NH:7][C:6]3[CH2:11][CH2:12][N:13]4[CH:17]([C:5]=3[C:4]=2[CH:3]=1)[CH2:16][CH2:15][CH2:14]4.[H-].[Na+].[CH3:20][C:21]1([C:24]2[CH:25]=[N:26][CH:27]=[CH:28][CH:29]=2)[CH2:23][O:22]1>CN(C=O)C>[Cl:1][C:2]1[CH:10]=[CH:9][C:8]2[N:7]([CH2:20][C:21]([C:24]3[CH:25]=[N:26][CH:27]=[CH:28][CH:29]=3)([OH:22])[CH3:23])[C:6]3[CH2:11][CH2:12][N:13]4[CH:17]([C:5]=3[C:4]=2[CH:3]=1)[CH2:16][CH2:15][CH2:14]4 |f:1.2|. Reported procedure: To a stirred solution of 10-chloro-2,3,5,6,7,11c-hexahydro-1H-indolizino[7,8-b]indole (1.0 g, 4.06 mmol) in DMF (50 mL) was added sodium hydride (60%, 406 mg, 10.15 mmol). After stirring for 10 min., 3-(2-methyloxiran-2-yl)pyridine (823 mg, 6.09 mmol) was added to the reaction mixture, which was stirred at RT for 16 h. The progress of reaction was monitored by TLC and LCMS. The reaction mixture was quenched with ice-water and extracted with EtOAc (2×100 mL). The organic layer was washed with wat... Reactants: C([O-])([O-])=O.[K+].[K+] (Potassium carbonate), Cl.ClCC1=NC=C(C(=C1C)OC)F (2-(chloromethyl)-5-fluoro-4-methoxy-3-methylpyridine hydrochloride), FC(C(=O)O)(F)F.NC=1C=2C=3C(C=C(C3CSN1)CC(=O)NC)=NNN2 (2-(4-amino-2,7-dihydro-6-thia-1,2,3,5-tetraazabenzo[cd]azulen-8-yl)-N-methylacetamide trifluoroacetate). Solvent: CN(C=O)C (N,N-dimethylformamide). Run at temperature 50 celsius, time 3.5 hour. Product: NC=1C=2C=3C(C=C(C3CSN1)CC(=O)NC)=NN(N2)CC2=NC=C(C(=C2C)OC)F (2-{4-Amino-2-[(5-fluoro-4-methoxy-3-methylpyridin-2-yl)methyl]-2,7-dihydro-6-thia-1,2,3,5-tetraazabenzo-[cd]azulen-8-yl}-N-methylacetamide). Isolated yield 45.4%. As a reaction SMILES: C(=O)([O-])[O-].[K+].[K+].Cl.Cl[CH2:9][C:10]1[C:15]([CH3:16])=[C:14]([O:17][CH3:18])[C:13]([F:19])=[CH:12][N:11]=1.FC(F)(F)C(O)=O.[NH2:27][C:28]1[C:29]2[C:30]3[C:31](=[N:43][NH:44][N:45]=2)[CH:32]=[C:33]([CH2:38][C:39]([NH:41][CH3:42])=[O:40])[C:34]=3[CH2:35][S:36][N:37]=1>CN(C)C=O>[NH2:27][C:28]1[C:29]2[C:30]3[C:31](=[N:43][N:44]([CH2:9][C:10]4[C:15]([CH3:16])=[C:14]([O:17][CH3:18])[C:13]([F:19])=[CH:12][N:11]=4)[N:45]=2)[CH:32]=[C:33]([CH2:38][C:39]([NH:41][CH3:42])=[O:40])[C:34]=3[CH2:35][S:36][N:37]=1 |f:0.1.2,3.4,5.6|. Reported procedure: Potassium carbonate (85 mg) and 2-(chloromethyl)-5-fluoro-4-methoxy-3-methylpyridine hydrochloride (52 mg) were added to an N,N-dimethylformamide (5 ml) solution of 2-(4-amino-2,7-dihydro-6-thia-1,2,3,5-tetraazabenzo[cd]azulen-8-yl)-N-methylacetamide trifluoroacetate (60 mg). The resulting mixture was stirred at 50° C. for 3.5 hours. Thereafter, insoluble matter was removed by filtration, and the filtrate was then concentrated. The residue was purified by silica gel column chromatography (chloro... Starting materials: C(C1=CC=CC=C1)N1[C@]2(CC([C@H]1CC[C@]21OC[C@@H](C1)C1=C(C=CC(=C1)OC(F)(F)F)OCC1=CC=CC=C1)C(=O)OC(C)(C)C)C1=CC=CC=C1 ((1R*,2R*,4′S*,5R*)-8-benzyl-4′-(2-benzyloxy-5-trifluoromethoxyphenyl)-6-(tert-butoxycarbonyl)-2′,3′,4′,5′-tetrahydro-1-phenylspiro[8-azabicyclo[3.2.1]octane-2,2′-furan]). Reagents/catalysts: [Pd] (palladium on charcoal). Solvent: C(C)O (ethanol). Reaction conditions: time 1.5 hour. The product is C(C)(C)(C)OC(=O)C1[C@H]2CC[C@]3(OC[C@@H](C3)C3=C(C=CC(=C3)OC(F)(F)F)O)[C@](C1)(N2)C2=CC=CC=C2 ((1R*,2R*,4′S*,5R*)-6-(tert-Butoxycarbonyl)-2′,3′,4′,5′-tetrahydro-4′-(2-hydroxy-5-trifluoromethoxyphenyl)-1-phenylspiro[8-azabicyclo[3.2.1]octane-2,2′-furan]). Isolated yield 114.0%. Reaction SMILES: C([N:8]1[C@@H:12]2[CH2:13][CH2:14][C@@:15]3([CH2:19][C@@H:18]([C:20]4[CH:25]=[C:24]([O:26][C:27]([F:30])([F:29])[F:28])[CH:23]=[CH:22][C:21]=4[O:31]CC4C=CC=CC=4)[CH2:17][O:16]3)[C@:9]1([C:46]1[CH:51]=[CH:50][CH:49]=[CH:48][CH:47]=1)[CH2:10][CH:11]2[C:39]([O:41][C:42]([CH3:45])([CH3:44])[CH3:43])=[O:40])C1C=CC=CC=1>[Pd].C(O)C>[C:42]([O:41][C:39]([CH:11]1[CH2:10][C@:9]2([C:46]3[CH:51]=[CH:50][CH:49]=[CH:48][CH:47]=3)[NH:8][C@@H:12]1[CH2:13][CH2:14][C@:15]12[CH2:19][C@@H:18]([C:20]2[CH:25]=[C:24]([O:26][C:27]([F:30])([F:29])[F:28])[CH:23]=[CH:22][C:21]=2[OH:31])[CH2:17][O:16]1)=[O:40])([CH3:45])([CH3:43])[CH3:44]. Reported procedure: A mixture of (1R*,2R*,4′S*,5R*)-8-benzyl-4′-(2-benzyloxy-5-trifluoromethoxyphenyl)-6-(tert-butoxycarbonyl)-2′,3′,4′,5′-tetrahydro-1-phenylspiro[8-azabicyclo[3.2.1]octane-2,2′-furan] (Description 28; 1.065 g, 1.52 mmol), 10% palladium on charcoal (340 mg, 0.32 mmol) and ethanol (20 ml) was stirred under hydrogen atmosphere (1 atm) at +65° C. for 1.5 hour. The reaction mixture was cooled to room temperature, flushed with nitrogen gas and filtered through a pad of Celite™. The filtrate was concentr... Starting materials: ClC1=CC=C(S1)C(=O)NC[C@H]1CN(C(O1)=O)C1=C(C=CC=C1)N1N=CNCC1 (5-chloro-N-({(5S)-2-oxo-3-[(5,6-dihydro-4H-[1,2,4]-triazin-1-yl)phenyl]-1,3-oxazolidin-5-yl}-methyl)-2-thiophene carboxamide), ClC1=CC=C(S1)C(=O)NC[C@H]1CN(C(O1)=O)C1=C(C=CC=C1)N1N=CNCC1 (5-chloro-N-({(5S)-2-oxo-3-[(5,6-dihydro-4H-[1,2,4]-triazin-1-yl)phenyl]-1,3-oxazolidin-5-yl}-methyl)-2-thiophene carboxamide), CS(=O)(=O)O (methylsulfonic acid). The solvent is CO.C(Cl)Cl (MeOH CH2Cl2). The product is CS(=O)(=O)O.ClC1=CC=C(S1)C(=O)NC[C@H]1CN(C(O1)=O)C1=C(C=CC=C1)N1N=CNCC1 (5-chloro-N-({(5S)-2-oxo-3-[(5,6-dihydro-4H-[1,2,4]-triazin-1-yl)phenyl]-1,3-oxazolidin-5-yl}-methyl)-2-thiophene carboxamide methane sulfonate). Reaction SMILES: [Cl:1][C:2]1[S:6][C:5]([C:7]([NH:9][CH2:10][C@@H:11]2[O:15][C:14](=[O:16])[N:13]([C:17]3[CH:22]=[CH:21][CH:20]=[CH:19][C:18]=3[N:23]3[CH2:28][CH2:27][NH:26][CH:25]=[N:24]3)[CH2:12]2)=[O:8])=[CH:4][CH:3]=1.[CH3:29][S:30]([OH:33])(=[O:32])=[O:31]>CO.C(Cl)Cl>[CH3:29][S:30]([OH:33])(=[O:32])=[O:31].[Cl:1][C:2]1[S:6][C:5]([C:7]([NH:9][CH2:10][C@@H:11]2[O:15][C:14](=[O:16])[N:13]([C:17]3[CH:22]=[CH:21][CH:20]=[CH:19][C:18]=3[N:23]3[CH2:28][CH2:27][NH:26][CH:25]=[N:24]3)[CH2:12]2)=[O:8])=[CH:4][CH:3]=1 |f:2.3,4.5|. Procedure details: The compound obtained in Example 5 (16.7 g, 39.8 mmol) was suspended in MeOH/CH2Cl2 (1/4 v/v, 350 mL) and stirred at 50 until the compound obtained in Example 5 was dissolved clearly. The mixture thus obtained was cooled to 0 and methylsulfonic acid (2.9 mL, 43.8 mmol, 1.3 eq, Aldrich 471356) was added thereto at 0. The resulting mixture was evaporated in vacuo to remove solvent. The resultant solid was suspended in absolute EtOH (100 mL) and the suspension was stirred at 90 to dissolve solid cl... Reaction conditions: temperature 120 celsius. Run in ClCCl.CO (dichloromethane methanol). Starting materials: C(C1=CC=CC=C1)N1C(OC(C1)CCl)=O (3-benzyl-5-(chloromethyl)-1,3-oxazolidin-2-one), C(C1=CC=CC=C1)N1C(OC(C1)CCl)=O (3-benzyl-5-(chloromethyl)-1,3-oxazolidin-2-one), CN(C=O)C (dimethylformamide), [N-]=[N+]=[N-].[Na+] (sodium azide). Procedure details: A 40 ml vial was charged with 3-benzyl-5-(chloromethyl)-1,3-oxazolidin-2-one (112 mg, 0.5 mmol, INTERMEDIATE 13), dimethylformamide (5 ml), and sodium azide (130 mg, 2 mmol). The mixture was heated to 120° C. for 15 h. The crude was applied to a pad of silica and washed with methanol (2×10 ml). The organics were pooled and concentrated to provide a residue. The title compound was isolated on silica gel eluting with a gradient of dichloromethane/methanol from 0% to 100% to provide 100 mg (86%) as... Reaction SMILES: [CH2:1]([N:8]1[CH2:12][CH:11]([CH2:13]Cl)[O:10][C:9]1=[O:15])[C:2]1[CH:7]=[CH:6][CH:5]=[CH:4][CH:3]=1.CN(C)C=O.[N-:21]=[N+:22]=[N-:23].[Na+]>ClCCl.CO>[N:21]([CH2:13][C@H:11]1[O:10][C:9](=[O:15])[N:8]([CH2:1][C:2]2[CH:7]=[CH:6][CH:5]=[CH:4][CH:3]=2)[CH2:12]1)=[N+:22]=[N-:23] |f:2.3,4.5|. The product is N(=[N+]=[N-])C[C@@H]1CN(C(O1)=O)CC1=CC=CC=C1 ((5S)-5-(Azidomethyl)-3-benzyl-1,3-oxazolidin-2-one).